From a dataset of the Open Reaction Database (ORD), a public repository of structured organic reaction records. describe an organic reaction: reactants, conditions, products, and yield Product: C1OC2[C@]3(C)[C@@H](CC2OC1)C1=CCC=2CC(=CCC2[C@H]1CC3)OC (17-Ethylenedioxy-3-methoxyestra-2,5(10),7-triene). RXN SMILES: [CH2:1]1[CH2:10][O:9][CH:8]2[CH:3]([C@:4]3([CH2:22][CH2:21][C@H:20]4[C:11](=[CH:12][CH2:13][C:14]5[CH:15]=[C:16]([O:23][CH3:24])[CH:17]=[CH:18][C:19]=54)[C@@H:6]3[CH2:7]2)[CH3:5])[O:2]1.N.[Li].C(O)C>C1COCC1>[CH2:1]1[CH2:10][O:9][CH:8]2[CH:3]([C@:4]3([CH2:22][CH2:21][C@H:20]4[C:11](=[CH:12][CH2:13][C:14]5[CH2:15][C:16]([O:23][CH3:24])=[CH:17][CH2:18][C:19]=54)[C@@H:6]3[CH2:7]2)[CH3:5])[O:2]1 |^1:25|. The solvent is C1CCOC1 (THF). Reported procedure: To a solution of the arene 1 (1.63 g, 5 mmol) in THF (25 mL) was condensed liquid ammonia (100 mL). Small pieces of freshly cut lithium wire (0.6 g, 86 mmol) were added over a period of 5 min at −50° C. The deep blue solution was stirred at −33° C. for 30 min and ethanol (100%, 10 mL) was added over a period of 10 min. The ammonia was allowed to evaporate and water (20 mL) was added. The biphasic mixture was transferred to a separatory funnel and extracted with ether (3×30 mL). The ether extract... The yield is 73.1%. Starting materials: C1OC2[C@]3(C)[C@@H](CC2OC1)C1=CCC=2C=C(C=CC2[C@H]1CC3)OC (17-Ethylenedioxy-3-methoxyestra-1.3.5(10),7-tetraene), C(C)O (ethanol), N (ammonia), N (ammonia), [Li] (lithium). Reaction conditions: temperature -33 celsius, time 30 minute. The reactants are Clc1nc(N2CC3CCC(C2)O3)c2cn[nH]c2n1, CC(C)OC(=O)N=NC(=O)OC(C)C, C1CCOC1, CC(C)(C)OC(=O)N1CCC(O)CC1, c1ccc(P(c2ccccc2)c2ccccc2)cc1. Yields the product CC(C)(C)OC(=O)N1CCC(n2ncc3c(N4CC5CCC(C4)O5)nc(Cl)nc32)CC1. RXN SMILES: [Cl:15][c:16]1[n:17][c:18]([N:25]2[CH2:26][CH:27]3[CH2:28][CH2:29][CH:30]([CH2:31]2)[O:32]3)[c:19]2[c:20]([n:21]1)[nH:22][n:23][cH:24]2.[O:1]=[C:2]([O:3][CH:4]([CH3:5])[CH3:6])[N:7]=[N:8][C:9]([O:10][CH:11]([CH3:12])[CH3:13])=[O:14].[O:66]1[CH2:67][CH2:68][CH2:69][CH2:70]1.[OH:33][CH:34]1[CH2:35][CH2:36][N:37]([C:40](=[O:41])[O:42][C:43]([CH3:44])([CH3:45])[CH3:46])[CH2:38][CH2:39]1.[c:47]1([P:48]([c:49]2[cH:50][cH:51][cH:52][cH:53][cH:54]2)[c:55]2[cH:56][cH:57][cH:58][cH:59][cH:60]2)[cH:61][cH:62][cH:63][cH:64][cH:65]1>>[Cl:15][c:16]1[n:17][c:18]([N:25]2[CH2:26][CH:27]3[CH2:28][CH2:29][CH:30]([CH2:31]2)[O:32]3)[c:19]2[c:20]([n:21]1)[n:22]([CH:34]1[CH2:35][CH2:36][N:37]([C:40](=[O:41])[O:42][C:43]([CH3:44])([CH3:45])[CH3:46])[CH2:38][CH2:39]1)[n:23][cH:24]2. The reactants are C(CCNC([C@@H](O)C(C)(C)CO)=O)(=O)[O-] (D-pantothenate), mobile Phase, C(C)(=O)[O-] (acetate). Solvent: CO (methanol). Product: C(CCNC([C@@H](O)C(C)(C)CO)=O)(=O)O (D-pantothenic acid). As a reaction SMILES: [C:1]([O-:15])(=[O:14])[CH2:2][CH2:3][NH:4][C:5](=[O:13])[C@H:6]([C:8]([CH2:11][OH:12])([CH3:10])[CH3:9])[OH:7].C([O-])(=O)C>CO>[C:1]([OH:15])(=[O:14])[CH2:2][CH2:3][NH:4][C:5](=[O:13])[C@H:6]([C:8]([CH2:11][OH:12])([CH3:10])[CH3:9])[OH:7]. Reported procedure: The concentration of the D-pantothenate formed is then determined in the culture supernatant centrifuged off by means of High Performance Liquid Chromatography [column: Reversed Phase MZ-Aqua Perfect (diameter 4,6 mm), mobile Phase 25 mM acetate buffer with 10% methanol, flow rate 1 ml/min, RI detector]. Reactants: OCCCC(C#N)(C#N)CC1=CC=C(C=C1)C(F)(F)F (2-(3-hydroxypropyl)-2-(4-(trifluoromethyl)benzyl)malononitrile), compound ( 14 ), C(C)N(CC)S(F)(F)F (Diethylaminosulfur trifluoride). The solvent is ClCCl (dichloromethane). Product: FCCCC(C#N)(C#N)CC1=CC=C(C=C1)C(F)(F)F (2-(3-fluoropropyl)-2-(4-(trifluoromethyl)benzyl)malononitrile). Yield: 5.0%. As a reaction SMILES: O[CH2:2][CH2:3][CH2:4][C:5]([CH2:10][C:11]1[CH:16]=[CH:15][C:14]([C:17]([F:20])([F:19])[F:18])=[CH:13][CH:12]=1)([C:8]#[N:9])[C:6]#[N:7].C(N(S(F)(F)[F:27])CC)C>ClCCl>[F:27][CH2:2][CH2:3][CH2:4][C:5]([CH2:10][C:11]1[CH:16]=[CH:15][C:14]([C:17]([F:20])([F:19])[F:18])=[CH:13][CH:12]=1)([C:8]#[N:9])[C:6]#[N:7]. Procedure details: Using 0.80 g of 2-(3-hydroxypropyl)-2-(4-(trifluoromethyl)benzyl)malononitrile, 8 ml of dichloromethane and 0.3 ml of Diethylaminosulfur trifluoride, and according to the process described in the Production Example 11, there was obtained 0.05 g of 2-(3-fluoropropyl)-2-(4-(trifluoromethyl)benzyl)malononitrile (the present compound (14)). Reactants: C1CCOC1, Cn1nccc1-c1cc(C(=O)NC(CNC(=O)OC(C)(C)C)Cc2ccccc2C(F)(F)F)sc1Cl, O=C1CCC(=O)N1Cl. Yields the product Cn1ncc(Cl)c1-c1cc(C(=O)NC(CNC(=O)OC(C)(C)C)Cc2ccccc2C(F)(F)F)sc1Cl. As a reaction SMILES: [CH2:45]1[O:46][CH2:47][CH2:48][CH2:49]1.[Cl:1][c:2]1[c:3](-[c:31]2[cH:32][cH:33][n:34][n:35]2[CH3:36])[cH:4][c:5]([C:7](=[O:8])[NH:9][CH:10]([CH2:11][NH:12][C:13]([O:14][C:15]([CH3:16])([CH3:17])[CH3:18])=[O:19])[CH2:20][c:21]2[c:22]([C:27]([F:28])([F:29])[F:30])[cH:23][cH:24][cH:25][cH:26]2)[s:6]1.[Cl:37][N:38]1[C:39](=[O:40])[CH2:41][CH2:42][C:43]1=[O:44]>>[Cl:1][c:2]1[c:3](-[c:31]2[c:32]([Cl:37])[cH:33][n:34][n:35]2[CH3:36])[cH:4][c:5]([C:7](=[O:8])[NH:9][CH:10]([CH2:11][NH:12][C:13]([O:14][C:15]([CH3:16])([CH3:17])[CH3:18])=[O:19])[CH2:20][c:21]2[c:22]([C:27]([F:28])([F:29])[F:30])[cH:23][cH:24][cH:25][cH:26]2)[s:6]1.